Dataset: the Open Reaction Database (ORD), a public repository of structured organic reaction records. Task: describe an organic reaction: reactants, conditions, products, and yield Starting materials: CSc1cc2nccc(Cl)c2s1, O=[N+]([O-])c1ccc(O)c(F)c1, [Na+], [Na+], O=C([O-])[O-], c1ccc(Oc2ccccc2)cc1. The product is CSc1cc2nccc(Oc3ccc([N+](=O)[O-])cc3F)c2s1. RXN SMILES: [Cl:1][c:2]1[c:3]2[c:4]([n:5][cH:6][cH:7]1)[cH:8][c:9]([S:11][CH3:12])[s:10]2.[F:13][c:14]1[c:15]([OH:23])[cH:16][cH:17][c:18]([N+:20](=[O:21])[O-:22])[cH:19]1.[Na+:24].[Na+:25].[O-:26][C:27](=[O:28])[O-:29].[O:30]([c:31]1[cH:32][cH:33][cH:34][cH:35][cH:36]1)[c:37]1[cH:38][cH:39][cH:40][cH:41][cH:42]1>>[c:2]1([O:23][c:15]2[c:14]([F:13])[cH:19][c:18]([N+:20](=[O:21])[O-:22])[cH:17][cH:16]2)[c:3]2[c:4]([n:5][cH:6][cH:7]1)[cH:8][c:9]([S:11][CH3:12])[s:10]2. The reactants are C(C1=CC=CC=C1)(=O)OC1=CC=C(C=C1)S(=O)(=O)CS(=O)(=O)C1=CC=C(C=C1)OC(C1=CC=CC=C1)=O (bis(4-benzoyloxyphenylsulfonyl)methane), Cl (hydrochloric acid), C1(=CC=C(C=C1)S(=O)(=O)N=[N+]=[N-])C (p-toluenesulfonylazide), C1CCC2=NCCCN2CC1 (DBU). The solvent is ClCCl (dichloromethane). Conditions: time 5 minute. Product: C(C1=CC=CC=C1)(=O)OC1=CC=C(C=C1)S(=O)(=O)C(=[N+]=[N-])S(=O)(=O)C1=CC=C(C=C1)OC(C1=CC=CC=C1)=O (bis(4-benzoyloxyphenylsulfonyl)diazomethane). Isolated yield 37.0%. RXN SMILES: [C:1]([O:9][C:10]1[CH:15]=[CH:14][C:13]([S:16]([CH2:19][S:20]([C:23]2[CH:28]=[CH:27][C:26]([O:29][C:30](=[O:37])[C:31]3[CH:36]=[CH:35][CH:34]=[CH:33][CH:32]=3)=[CH:25][CH:24]=2)(=[O:22])=[O:21])(=[O:18])=[O:17])=[CH:12][CH:11]=1)(=[O:8])[C:2]1[CH:7]=[CH:6][CH:5]=[CH:4][CH:3]=1.C1(C)C=CC(S([N:47]=[N+:48]=[N-])(=O)=O)=CC=1.C1CCN2C(=NCCC2)CC1.Cl>ClCCl>[C:1]([O:9][C:10]1[CH:15]=[CH:14][C:13]([S:16]([C:19]([S:20]([C:23]2[CH:28]=[CH:27][C:26]([O:29][C:30](=[O:37])[C:31]3[CH:36]=[CH:35][CH:34]=[CH:33][CH:32]=3)=[CH:25][CH:24]=2)(=[O:22])=[O:21])=[N+:47]=[N-:48])(=[O:17])=[O:18])=[CH:12][CH:11]=1)(=[O:8])[C:2]1[CH:7]=[CH:6][CH:5]=[CH:4][CH:3]=1. Procedure details: The bis(4-benzoyloxyphenylsulfonyl)methane in Synthesis Example 6, 10 g (0.019 mol), was dispersed in 200 g of dichloromethane. To the dispersion was added 5.6 g (0.029 mol) of p-toluenesulfonylazide which had been separately prepared. With stirring under ice cooling, 4.0 g (0.026 mol) of DBU was added to the dispersion, and after 5 minutes, 100 g of a 0.2N aqueous hydrochloric acid was added to stop reaction. The organic layer was separated and washed with 100 g of water. The organic layer was ... The reactants are COc1cc(Br)ccc1N, O=C([O-])O, O=C(Cl)OCc1ccccc1, [Na+], C1COCCO1, O. Yields the product COc1cc(Br)ccc1NC(=O)OCc1ccccc1. Reaction SMILES: [Br:6][c:7]1[cH:8][c:9]([O:14][CH3:15])[c:10]([NH2:11])[cH:12][cH:13]1.[C:1](=[O:2])([OH:3])[O-:4].[Cl:16][C:17](=[O:18])[O:19][CH2:20][c:21]1[cH:22][cH:23][cH:24][cH:25][cH:26]1.[Na+:5].[O:28]1[CH2:29][CH2:30][O:31][CH2:32][CH2:33]1.[OH2:27]>>[Br:6][c:7]1[cH:8][c:9]([O:14][CH3:15])[c:10]([NH:11][C:17](=[O:18])[O:19][CH2:20][c:21]2[cH:22][cH:23][cH:24][cH:25][cH:26]2)[cH:12][cH:13]1. Reactants: ClC=1C=C(C#N)C=CN1 (2-chloroisonicotinonitrile), desired intermediate, CCOCC (ether), solution, C[Mg]Br (methyl magnesium bromide). Run at time 24 hour. Product: ClC1=NC=CC(=C1)C(C)=O (1-(2-chloro-4-pyridyl)ethanone). RXN SMILES: [Cl:1][C:2]1[CH:3]=[C:4]([CH:7]=[CH:8][N:9]=1)C#N.C[Mg]Br.CC[O:15][CH2:16][CH3:17]>>[Cl:1][C:2]1[CH:3]=[C:4]([C:16](=[O:15])[CH3:17])[CH:7]=[CH:8][N:9]=1. Reported procedure: To a stirred solution of 34.6 g. (0.25 mole) of 2-chloroisonicotinonitrile in 500 ml. of dry ether under a nitrogen atmosphere was added dropwise over 15 minutes 166 ml. of 3.0 M (0.5 mole) solution of methyl magnesium bromide. After stirring at room temperature for 24 hours the precipitate was filtered and added immediately to a mixture of 600 g. of ice and 300 ml. of water to which had been added 150 ml. of 6 N hydrochloric acid. The aqueous phase was extracted (4×100 ml.) with ether and the c...